From a dataset of the Open Reaction Database (ORD), a public repository of structured organic reaction records. describe an organic reaction: reactants, conditions, products, and yield Starting materials: COC(=O)C(C)NC(C)=O, C=[N+]=[N-]. The product is CC(=O)NC(C)C(=O)O. RXN SMILES: [CH3:4][O:5][C:6]([CH:7]([NH:8][C:9]([CH3:10])=[O:11])[CH3:12])=[O:13].[N+:1](=[CH2:2])=[N-:3]>>[O:5]=[C:6]([CH:7]([NH:8][C:9]([CH3:10])=[O:11])[CH3:12])[OH:13]. The reactants are CC(C)(C)OC(=O)N1CCC(COCc2nc3cc(Br)ccc3n2CC2CC2)(c2ccccc2)CC1, CC(C)(C)OC(=O)N1CCC(COCc2nc3ccc(Br)cc3n2CC2CC2)(c2ccccc2)CC1, C[Si](C)(C)CCOCn1cnc2c(CO)cc(C(F)(F)F)cc21, [H-], [Na+], C1CCOC1, CC(C)(C)OC(=O)N1CCC(CO)(c2ccccc2)CC1, O=S(Cl)Cl. Reaction SMILES: [Br:1][c:2]1[cH:3][cH:4][c:5]2[n:6]([CH2:7][CH:8]3[CH2:31][CH2:32]3)[c:33]([CH2:9][O:10][CH2:11][C:12]3([c:25]4[cH:26][cH:27][cH:28][cH:29][cH:30]4)[CH2:13][CH2:14][N:15]([C:18](=[O:19])[O:20][C:21]([CH3:22])([CH3:23])[CH3:24])[CH2:16][CH2:17]3)[n:34][c:35]2[cH:36]1.[Br:37][c:38]1[cH:39][cH:40][c:41]2[n:42][c:43]([CH2:44][O:45][CH2:46][C:47]3([c:48]4[cH:49][cH:50][cH:51][cH:52][cH:53]4)[CH2:54][CH2:55][N:56]([C:57]([O:58][C:59]([CH3:60])([CH3:61])[CH3:62])=[O:63])[CH2:64][CH2:65]3)[n:66]([CH2:67][CH:68]3[CH2:69][CH2:70]3)[c:71]2[cH:72]1.[F:73][C:74]([c:75]1[cH:76][c:77]([CH2:92][OH:93])[c:78]2[c:79]([n:80]([CH2:83][O:84][CH2:85][CH2:86][Si:87]([CH3:88])([CH3:89])[CH3:90])[cH:81][n:82]2)[cH:91]1)([F:94])[F:95].[H-:121].[Na+:122].[O:123]1[CH2:124][CH2:125][CH2:126][CH2:127]1.[OH:100][CH2:101][C:102]1([c:103]2[cH:104][cH:105][cH:106][cH:107][cH:108]2)[CH2:109][CH2:110][N:111]([C:112]([O:113][C:114]([CH3:115])([CH3:116])[CH3:117])=[O:118])[CH2:119][CH2:120]1.[S:96]([Cl:97])([Cl:98])=[O:99]>>[CH2:9]([O:10][CH2:11][C:12]1([c:25]2[cH:26][cH:27][cH:28][cH:29][cH:30]2)[CH2:13][CH2:14][N:15]([C:18](=[O:19])[O:20][C:21]([CH3:22])([CH3:23])[CH3:24])[CH2:16][CH2:17]1)[c:77]1[cH:76][c:75]([C:74]([F:73])([F:94])[F:95])[cH:91][c:79]2[c:78]1[n:82][cH:81][n:80]2[CH2:83][O:84][CH2:85][CH2:86][Si:87]([CH3:88])([CH3:89])[CH3:90]. The product is CC(C)(C)OC(=O)N1CCC(COCc2cc(C(F)(F)F)cc3c2ncn3COCC[Si](C)(C)C)(c2ccccc2)CC1. Reactants: ClC1=CC=C2C=CC(N(C2=N1)CCN1CCC(CC1)NC(OC(C)(C)C)=O)=O (tert-Butyl {1-[2-(7-chloro-2-oxo-1,8-naphthyridin-1(2H)-yl)ethyl]piperidin-4-yl}carbamate), ClC1=CC=C2C=CC(N(C2=N1)CCN1CCC(CC1)NC(OC(C)(C)C)=O)=O (tert-Butyl {1-[2-(7-chloro-2-oxo-1,8-naphthyridin-1(2H)-yl)ethyl]piperidin-4-yl}carbamate), FC(C(=O)O)(F)F.NC1CCN(CC1)CCN1C(OCC2=C1C=C(C=C2)OC)=O (1-[2-(4-Aminopiperidin-1-yl)ethyl]-7-methoxy-1,4-dihydro-2H-3,1-benzoxazin-2-one trifluoro acetate). Product: NC1CCN(CC1)CCN1C(C=CC2=CC=C(N=C12)Cl)=O (1-[2-(4-Aminopiperidin-1-yl)ethyl]-7-chloro-1,8-naphthyridin-2(1H)-one). As a reaction SMILES: [Cl:1][C:2]1[N:11]=[C:10]2[C:5]([CH:6]=[CH:7][C:8](=[O:28])[N:9]2[CH2:12][CH2:13][N:14]2[CH2:19][CH2:18][CH:17]([NH:20]C(=O)OC(C)(C)C)[CH2:16][CH2:15]2)=[CH:4][CH:3]=1.FC(F)(F)C(O)=O.NC1CCN(CCN2C3C=C(OC)C=CC=3COC2=O)CC1>>[NH2:20][CH:17]1[CH2:16][CH2:15][N:14]([CH2:13][CH2:12][N:9]2[C:10]3[C:5](=[CH:4][CH:3]=[C:2]([Cl:1])[N:11]=3)[CH:6]=[CH:7][C:8]2=[O:28])[CH2:19][CH2:18]1 |f:1.2|. Procedure: tert-Butyl {1-[2-(7-chloro-2-oxo-1,8-naphthyridin-1(2H)-yl)ethyl]piperidin-4-yl}carbamate (Intermediate 139, 308 mg, 0.76 mmol) was reacted as described for Intermediate 106. The crude trifluoro acetate of the title compound was used without further purification for the next step (quantitative). Starting materials: C(C)(C)(C)OC(CN(C1CCCC1)C(C(CSC(C)=O)C)=O)=O (N-(3-acetylthio-2-methylpropanoyl)-N-cyclopentylglycine t-butyl ester). Solvent: CO (methanol). Conditions: time 30 minute. The product is C(C)(C)(C)OC(CN(C1CCCC1)C(C(CS)C)=O)=O (N-(3-mercapto-2-methyl-propanoyl)-N-cyclopentylglycine t-butyl ester). Yield: 71.1%. RXN SMILES: [C:1]([O:5][C:6](=[O:23])[CH2:7][N:8]([C:14](=[O:22])[CH:15]([CH3:21])[CH2:16][S:17]C(=O)C)[CH:9]1[CH2:13][CH2:12][CH2:11][CH2:10]1)([CH3:4])([CH3:3])[CH3:2]>CO>[C:1]([O:5][C:6](=[O:23])[CH2:7][N:8]([C:14](=[O:22])[CH:15]([CH3:21])[CH2:16][SH:17])[CH:9]1[CH2:10][CH2:11][CH2:12][CH2:13]1)([CH3:3])([CH3:2])[CH3:4]. Reported procedure: Into a solution containing 50 g (0.14 mol) of N-(3-acetylthio-2-methylpropanoyl)-N-cyclopentylglycine t-butyl ester in 700 ml of methanol was bubbled nitrogen gas for 10 minutes followed by ammonia gas for 30 minutes. After 30 minutes the mixture was concentrated in vacuo and the residue taken up in ethyl acetate. It was washed once with 3% aqueous HCl and once with water, dried over MgSO4, filtered, and concentrated in vacuo to yield an oily product. Purification via HPLC [15% ethyl acetate in ... Starting materials: N1CCC(CC1)S(=O)(=O)C1=NC2=CC=CC=C2C=C1 (2-(piperidin-4-ylsulfonyl)quinoline), ClC=1C=NC=C(C1Cl)Cl (3,4,5-trichloropyridine). Yields the product ClC=1C=NC=C(C1N1CCC(CC1)S(=O)(=O)C1=NC2=CC=CC=C2C=C1)Cl (2-{[1-(3,5-dichloropyridin-4-yl)piperidin-4-yl]sulfonyl}quinoline). Yield: 15.8%. RXN SMILES: [NH:1]1[CH2:6][CH2:5][CH:4]([S:7]([C:10]2[CH:19]=[CH:18][C:17]3[C:12](=[CH:13][CH:14]=[CH:15][CH:16]=3)[N:11]=2)(=[O:9])=[O:8])[CH2:3][CH2:2]1.[Cl:20][C:21]1[CH:22]=[N:23][CH:24]=[C:25]([Cl:28])[C:26]=1Cl>>[Cl:20][C:21]1[CH:22]=[N:23][CH:24]=[C:25]([Cl:28])[C:26]=1[N:1]1[CH2:6][CH2:5][CH:4]([S:7]([C:10]2[CH:19]=[CH:18][C:17]3[C:12](=[CH:13][CH:14]=[CH:15][CH:16]=3)[N:11]=2)(=[O:9])=[O:8])[CH2:3][CH2:2]1. Procedure: Using the procedure from Example 7A, Step 7E, 2-(piperidin-4-ylsulfonyl)quinoline (150 mg, 0.51 mmol) was reacted with 3,4,5-trichloropyridine (182 mg, 1.0 mmol) to afford the title compound (34 mg), an off-white solid, in 16% yield. Starting materials: BrCCCBr, CC#N, Fc1ccc(S)cc1, [K+], [K+], O=C([O-])[O-]. The product is Fc1ccc(SCCCBr)cc1. RXN SMILES: [Br:9][CH2:10][CH2:11][CH2:12][Br:13].[CH3:20][C:21]#[N:22].[F:1][c:2]1[cH:3][cH:4][c:5]([SH:8])[cH:6][cH:7]1.[K+:14].[K+:15].[O-:16][C:17]([O-:18])=[O:19]>>[F:1][c:2]1[cH:3][cH:4][c:5]([S:8][CH2:12][CH2:11][CH2:10][Br:9])[cH:6][cH:7]1. Reactants: C(CC)(OCC)(OCC)OCC (Triethyl orthopropionate), C(C)(OCC)(OCC)OCC (triethyl orthoacetate), C(C1=CC=CC=C1)OC1=CC=C2C(=C(C=NC2=C1)N)NCC(C)C (7-benzyloxy-N4-(2-methylpropyl)quinoline-3,4-diamine). The solvent is xylenes. Yields the product C(C1=CC=CC=C1)OC=1C=CC=2C3=C(C=NC2C1)N=C(N3CC(C)C)CC (7-benzyloxy-2-ethyl-1-(2-methylpropyl)-1H-imidazo[4,5-c]quinoline). Isolated yield 34.3%. Reaction SMILES: [C:1](OCC)(OCC)(OCC)[CH2:2][CH3:3].C(OCC)(OCC)(OCC)C.[CH2:24]([O:31][C:32]1[CH:41]=[C:40]2[C:35]([C:36]([NH:43][CH2:44][CH:45]([CH3:47])[CH3:46])=[C:37]([NH2:42])[CH:38]=[N:39]2)=[CH:34][CH:33]=1)[C:25]1[CH:30]=[CH:29][CH:28]=[CH:27][CH:26]=1>>[CH2:24]([O:31][C:32]1[CH:33]=[CH:34][C:35]2[C:36]3[N:43]([CH2:44][CH:45]([CH3:47])[CH3:46])[C:1]([CH2:2][CH3:3])=[N:42][C:37]=3[CH:38]=[N:39][C:40]=2[CH:41]=1)[C:25]1[CH:26]=[CH:27][CH:28]=[CH:29][CH:30]=1. Procedure details: The general method described in Part A of Example 9 was followed. Triethyl orthopropionate (7.66 mL, 58.1 mmol) was added in lieu of triethyl orthoacetate to a solution of 7-benzyloxy-N4-(2-methylpropyl)quinoline-3,4-diamine (18.68 g, 58.11 mmol) in xylenes (200 mL). At the end of the reaction, the precipitate was collected in three crops to provide 7.16 g of 7-benzyloxy-2-ethyl-1-(2-methylpropyl)-1H-imidazo[4,5-c]quinoline as a light-brown solid, mp 127° C. The reactants are CC(=O)C1C(=O)CCC1=O, C1COCCN1, CCO, Cl, O, COc1ccc(C=O)cc1O. Product: COc1ccc(C=CC(=O)C2C(=O)CCC2=O)cc1O. Reaction SMILES: [C:1]([CH3:2])(=[O:3])[CH:4]1[C:5](=[O:10])[CH2:6][CH2:7][C:8]1=[O:9].[CH2:22]1[NH:23][CH2:24][CH2:25][O:26][CH2:27]1.[CH3:30][CH2:31][OH:32].[ClH:28].[OH2:29].[OH:11][c:12]1[cH:13][c:14]([CH:15]=[O:16])[cH:17][cH:18][c:19]1[O:20][CH3:21]>>[C:1]([CH:2]=[CH:15][c:14]1[cH:13][c:12]([OH:11])[c:19]([O:20][CH3:21])[cH:18][cH:17]1)(=[O:3])[CH:4]1[C:5](=[O:10])[CH2:6][CH2:7][C:8]1=[O:9].